The task is: describe an organic reaction: reactants, conditions, products, and yield. This data is from the Open Reaction Database (ORD), a public repository of structured organic reaction records. Reactants: COc1cc2nccc(CN3CCc4c(C(=O)Cl)cccc4C3=O)c2cc1OC, CCN(C(C)C)C(C)C, ClCCl, Nc1ccc(F)c(C(F)(F)F)c1. Product: COc1cc2nccc(CN3CCc4c(C(=O)Nc5ccc(F)c(C(F)(F)F)c5)cccc4C3=O)c2cc1OC. RXN SMILES: [CH3:1][O:2][c:3]1[cH:4][c:5]2[c:6]([CH2:15][N:16]3[C:17](=[O:29])[c:18]4[cH:19][cH:20][cH:21][c:22]([C:26](=[O:27])[Cl:28])[c:23]4[CH2:24][CH2:25]3)[cH:7][cH:8][n:9][c:10]2[cH:11][c:12]1[O:13][CH3:14].[CH:42]([N:43]([CH2:44][CH3:45])[CH:46]([CH3:47])[CH3:48])([CH3:49])[CH3:50].[Cl:51][CH2:52][Cl:53].[F:30][c:31]1[c:32]([C:38]([F:39])([F:40])[F:41])[cH:33][c:34]([NH2:35])[cH:36][cH:37]1>>[CH3:1][O:2][c:3]1[cH:4][c:5]2[c:6]([CH2:15][N:16]3[C:17](=[O:29])[c:18]4[cH:19][cH:20][cH:21][c:22]([C:26](=[O:27])[NH:35][c:34]5[cH:33][c:32]([C:38]([F:39])([F:40])[F:41])[c:31]([F:30])[cH:37][cH:36]5)[c:23]4[CH2:24][CH2:25]3)[cH:7][cH:8][n:9][c:10]2[cH:11][c:12]1[O:13][CH3:14]. Starting materials: N1(C=NC=C1)C(=O)O[C@@H]1CC[C@H](CC1)N1C2=NC(=NC=C2NC1=O)N1C=NC2=C1C=C(C=C2)F (trans-4-(2-(6-fluoro-1H-benzo[d]imidazol-1-yl)-8-oxo-7,8-dihydropurin-9-yl)cyclohexyl 1H-imidazole-1-carboxylate), Cl (HCl), [OH-].[Na+] (NaOH). Run in CCOC(=O)C (EtOAc), CS(=O)C (DMSO). Reaction conditions: temperature 50 celsius. Product: FC=1C=CC2=C(N(C=N2)C2=NC=C3NC(N(C3=N2)[C@@H]2CC[C@H](CC2)O)=O)C1 (2-(6-Fluoro-1H-benzo[d]imidazol-1-yl)-9-(trans-4-hydroxycyclohexyl)-7H-purin-8(9H)-one). Yield: 83.7%. As a reaction SMILES: N1(C([O:8][C@H:9]2[CH2:14][CH2:13][C@H:12]([N:15]3[C:23](=[O:24])[NH:22][C:21]4[C:16]3=[N:17][C:18]([N:25]3[C:29]5[CH:30]=[C:31]([F:34])[CH:32]=[CH:33][C:28]=5[N:27]=[CH:26]3)=[N:19][CH:20]=4)[CH2:11][CH2:10]2)=O)C=CN=C1.Cl.[OH-].[Na+]>CS(C)=O.CCOC(C)=O>[F:34][C:31]1[CH:32]=[CH:33][C:28]2[N:27]=[CH:26][N:25]([C:18]3[N:17]=[C:16]4[C:21]([NH:22][C:23](=[O:24])[N:15]4[C@H:12]4[CH2:11][CH2:10][C@H:9]([OH:8])[CH2:14][CH2:13]4)=[CH:20][N:19]=3)[C:29]=2[CH:30]=1 |f:2.3|. Procedure details: A solution of trans-4-(2-(6-fluoro-1H-benzo[d]imidazol-1-yl)-8-oxo-7,8-dihydropurin-9-yl)cyclohexyl 1H-imidazole-1-carboxylate (30 mg) in DMSO (5 ml) was treated with concentrated HCl (1 ml). The mixture was heated at 50° C. for 3 hours. The mixture was diluted with EtOAc and made basic with 3N NaOH (10 ml) The organic layer was washed three times with brine, dried over Na2SO4, filtered, and concentrated to provide 20 mg of the title compound. 1H-NMR (300 MHz, CD3OD) δ 10.5 (s, 1H), 8.8 (dd, 1H)...